Task: describe an organic reaction: reactants, conditions, products, and yield. Dataset: the Open Reaction Database (ORD), a public repository of structured organic reaction records Starting materials: O (water), ClC1=CC=C(C=N1)C(=O)NC1=CC=C(C=C1)C=1N=C2N(C=C(C=C2)C)C1 (6-chloro-N-[4-(6-methylimidazo[1,2-a]pyridin-2-yl)phenyl]pyridine-3-carboxamide), Cl.CNC (dimethylamine hydrochloride), C(=O)([O-])[O-].[K+].[K+] (K2CO3). Run in CS(=O)C (DMSO). Run at temperature 170 celsius. Yields the product CN(C1=CC=C(C=N1)C(=O)NC1=CC=C(C=C1)C=1N=C2N(C=C(C=C2)C)C1)C (6-(Dimethylamino)-N-[4-(6-methylimidazo[1,2-a]pyridin-2-yl)phenyl]pyridine-3-carboxamide). The yield is 73.5%. As a reaction SMILES: Cl[C:2]1[N:7]=[CH:6][C:5]([C:8]([NH:10][C:11]2[CH:16]=[CH:15][C:14]([C:17]3[N:18]=[C:19]4[CH:24]=[CH:23][C:22]([CH3:25])=[CH:21][N:20]4[CH:26]=3)=[CH:13][CH:12]=2)=[O:9])=[CH:4][CH:3]=1.Cl.[CH3:28][NH:29][CH3:30].C([O-])([O-])=O.[K+].[K+].O>CS(C)=O>[CH3:28][N:29]([CH3:30])[C:2]1[N:7]=[CH:6][C:5]([C:8]([NH:10][C:11]2[CH:16]=[CH:15][C:14]([C:17]3[N:18]=[C:19]4[CH:24]=[CH:23][C:22]([CH3:25])=[CH:21][N:20]4[CH:26]=3)=[CH:13][CH:12]=2)=[O:9])=[CH:4][CH:3]=1 |f:1.2,3.4.5|. Procedure details: A stirred mixture of 6-chloro-N-[4-(6-methylimidazo[1,2-a]pyridin-2-yl)phenyl]pyridine-3-carboxamide (0.15 g, 0.414 mmol), dimethylamine hydrochloride (0.845 g, 10.36 mmol) and K2CO3 (1.43 g, 10.36 mmol) in dry DMSO (10 ml) was heated at 170° C. for 16 h under an atmosphere of argon. The cooled reaction mixture was added to water (200 ml) and the precipitate was collected by filtration and dried in the air. The solid was purified by flash chromatography (12:1 DCM/MeOH) to give the title compound...